Task: describe an organic reaction: reactants, conditions, products, and yield. Dataset: the Open Reaction Database (ORD), a public repository of structured organic reaction records Reactants: C(=C)C1=CC=C2C(=N1)NC=C2C#N (6-vinyl-1H-pyrrolo[2,3-b]pyridine-3-carbonitrile), C(C)(C)(C)C=1C=C2C=NN(C(C2=C(C1)F)=O)C1=CC=CC=2B(OCC21)O (6-tert-butyl-8-fluoro-2-(1-hydroxy-1,3-dihydrobenzo[c][1,2]oxaborol-4-yl)phthalazin-1(2H)-one), [NH4+].[Cl-] (NH4Cl), N1=CC=CC=C1 (Pyridine). Reagents/catalysts: C(C)(=O)[O-].[Cu+2].C(C)(=O)[O-] (copper acetate). Run in ClCCCl (1,2-Dichloroethane). Conditions: temperature 45 celsius, time 2 day. The product is C(C)(C)(C)C=1C=C2C=NN(C(C2=C(C1)F)=O)C=1C(=C(C=CC1)N1C=C(C=2C1=NC(=CC2)C=C)C#N)CO (1-(3-(6-tert-butyl-8-fluoro-1-oxophthalazin-2(1H)-yl)-2-(hydroxymethyl)phenyl)-6-vinyl-1H-pyrrolo[2,3-b]pyridine-3-carbonitrile). The yield is 12.7%. As a reaction SMILES: [CH:1]([C:3]1[N:8]=[C:7]2[NH:9][CH:10]=[C:11]([C:12]#[N:13])[C:6]2=[CH:5][CH:4]=1)=[CH2:2].[C:14]([C:18]1[CH:19]=[C:20]2[C:25](=[C:26]([F:28])[CH:27]=1)[C:24](=[O:29])[N:23]([C:30]1[C:38]3[CH2:37][O:36]B(O)[C:34]=3[CH:33]=[CH:32][CH:31]=1)[N:22]=[CH:21]2)([CH3:17])([CH3:16])[CH3:15].N1C=CC=CC=1.[NH4+].[Cl-]>C([O-])(=O)C.[Cu+2].C([O-])(=O)C.ClCCCl>[C:14]([C:18]1[CH:19]=[C:20]2[C:25](=[C:26]([F:28])[CH:27]=1)[C:24](=[O:29])[N:23]([C:30]1[C:38]([CH2:37][OH:36])=[C:34]([N:9]3[C:7]4=[N:8][C:3]([CH:1]=[CH2:2])=[CH:4][CH:5]=[C:6]4[C:11]([C:12]#[N:13])=[CH:10]3)[CH:33]=[CH:32][CH:31]=1)[N:22]=[CH:21]2)([CH3:17])([CH3:15])[CH3:16] |f:3.4,5.6.7|. Procedure details: In a 25 mL round-bottomed flask, 6-vinyl-1H-pyrrolo[2,3-b]pyridine-3-carbonitrile (138 mg, 816 μmol, Eq: 1.00), 6-tert-butyl-8-fluoro-2-(1-hydroxy-1,3-dihydrobenzo[c][1,2]oxaborol-4-yl)phthalazin-1(2H)-one (287 mg, 816 μmol, Eq: 1.00) and copper acetate (200 mg) were combined with 1,2-Dichloroethane (3.58 ml) to give a blue suspension. Pyridine (129 mg, 132 μl, 1.63 mmol, Eq: 2) was added. The reaction mixture was heated to 45° C. and stirred for 2 d. The reaction mixture was poured into 20 mL s...